This data is from the Open Reaction Database (ORD), a public repository of structured organic reaction records. The task is: describe an organic reaction: reactants, conditions, products, and yield The reactants are CCS (EtSH), [Li]CCCC (n-BuLi), C(Cl)(Cl)Cl (chloroform), Cl.COC=1C=C2CCC(=C(C2=CC1)C(=O)C1=CC=C(C=C1)OCCN1CCCCC1)C1=CC(=CC=C1)OC ([3,4-dihydro-6-methoxy-2-(3-methoxyphenyl)-1-naphthalenyl][4-[2-(1-piperdinyl)ethoxy]phenylmethanone] hydrochloride). Solvent: C(C)OCC (ethyl ether), CO (methanol), CN(C)C=O (DMF). Conditions: temperature 105 celsius. Yields the product OC=1C=C2CCC(=C(C2=CC1)C(=O)C1=CC=C(C=C1)OCCN1CCCCC1)C1=CC(=CC=C1)OC ([3,4-Dihydro-6-hydroxy-2-(3-methoxyphenyl)-1-naphthalenyl][4-[2-(1-piperidinyl)ethoxy]phenylmethanone]). As a reaction SMILES: CCS.[Li]CCCC.Cl.C[O:11][C:12]1[CH:13]=[C:14]2[C:19](=[CH:20][CH:21]=1)[C:18]([C:22]([C:24]1[CH:29]=[CH:28][C:27]([O:30][CH2:31][CH2:32][N:33]3[CH2:38][CH2:37][CH2:36][CH2:35][CH2:34]3)=[CH:26][CH:25]=1)=[O:23])=[C:17]([C:39]1[CH:44]=[CH:43][CH:42]=[C:41]([O:45][CH3:46])[CH:40]=1)[CH2:16][CH2:15]2.C(Cl)(Cl)Cl>C(OCC)C.CN(C=O)C.CO>[OH:11][C:12]1[CH:13]=[C:14]2[C:19](=[CH:20][CH:21]=1)[C:18]([C:22]([C:24]1[CH:29]=[CH:28][C:27]([O:30][CH2:31][CH2:32][N:33]3[CH2:38][CH2:37][CH2:36][CH2:35][CH2:34]3)=[CH:26][CH:25]=1)=[O:23])=[C:17]([C:39]1[CH:44]=[CH:43][CH:42]=[C:41]([O:45][CH3:46])[CH:40]=1)[CH2:16][CH2:15]2 |f:2.3|. Procedure: To EtSH (1.86 g, 2.21 mL. 0.03 mol) in anhydrous ethyl ether (30 mL) at -70° C. under a dry nitrogen atmosphere in a 200 mL single neck RB flask was added slowly via syringe 1.6M n-BuLi (12.5 mL, 0.02 mol). After addition was complete, the ether was removed under vacuum and a solution of [3,4-dihydro-6-methoxy-2-(3-methoxyphenyl)-1-naphthalenyl][4-[2-(1-piperdinyl)ethoxy]phenylmethanone] hydrochloride (1.07 g, 0.002 mol) in anhydrous DMF (30 mL) was added. The reaction mixture was heated in a 10... Starting materials: COC(=O)C(CO[SiH](C)C)Cc1cc(I)c(O)cc1C(C)(C)C, C1CCOC1, CN1CCCN(C)C1=O, [H-], CI, [Na+]. Yields the product COC(=O)C(CO[SiH](C)C)Cc1cc(I)c(OC)cc1C(C)(C)C. Reaction SMILES: [C:3]([CH3:4])([CH3:5])([CH3:6])[c:7]1[c:8]([CH2:9][CH:10]([C:11](=[O:12])[O:13][CH3:14])[CH2:15][O:16][SiH:17]([CH3:18])[CH3:19])[cH:20][c:21]([I:25])[c:22]([OH:24])[cH:23]1.[CH2:37]1[O:38][CH2:39][CH2:40][CH2:41]1.[CH3:28][N:29]1[CH2:30][CH2:31][CH2:32][N:33]([CH3:34])[C:35]1=[O:36].[H-:1].[I:26][CH3:27].[Na+:2]>>[C:3]([CH3:4])([CH3:5])([CH3:6])[c:7]1[c:8]([CH2:9][CH:10]([C:11](=[O:12])[O:13][CH3:14])[CH2:15][O:16][SiH:17]([CH3:18])[CH3:19])[cH:20][c:21]([I:25])[c:22]([O:24][CH3:28])[cH:23]1. The reactants are ClCC(C(=O)NCC1=C(C=C(C=C1)F)F)(C)C (3-chloro-2,2-dimethyl-N-[(2,4-difluorophenyl)methyl]propanamide), C([O-])([O-])=O.[K+].[K+] (potassium carbonate). The solvent is C(C)C(=O)C (methyl ethyl ketone). Run at temperature 75 celsius, time 24 hour. The product is CC1(C(N(C1)CC1=C(C=C(C=C1)F)F)=O)C (3,3-Dimethyl-1-[(2,4-difluorophenyl)methyl]-2-azetidinone). RXN SMILES: Cl[CH2:2][C:3]([CH3:17])([CH3:16])[C:4]([NH:6][CH2:7][C:8]1[CH:13]=[CH:12][C:11]([F:14])=[CH:10][C:9]=1[F:15])=[O:5].C(=O)([O-])[O-].[K+].[K+]>C(C(C)=O)C>[CH3:2][C:3]1([CH3:17])[CH2:16][N:6]([CH2:7][C:8]2[CH:13]=[CH:12][C:11]([F:14])=[CH:10][C:9]=2[F:15])[C:4]1=[O:5] |f:1.2.3|. Procedure: 49.7 g (0.19 mol) of 3-chloro-2,2-dimethyl-N-[(2,4-difluorophenyl)methyl]propanamide and 78.8 g (0.57 mol) of potassium carbonate are suspended in 200 ml of methyl ethyl ketone, and the suspension is warmed and stirred at 75° C. for 24 hours. When the reaction is complete (GC check), the mixture is filtered, and the filtrate is evaporated on a vacuum rotary evaporator. 40.9 g (95% of theory) of a yellow oil are obtained. The reactants are [BH4-].[Na+] (Sodium borohydride), O(C1=CC=CC=C1)C=1C=C(C=O)C=CC1 (3-phenoxybenzaldehyde), CO (methanol), C(C)(=O)O (acetic acid). Reaction SMILES: [BH4-].[Na+].[O:3]([C:10]1[CH:11]=[C:12]([CH:15]=[CH:16][CH:17]=1)[CH:13]=O)[C:4]1[CH:9]=[CH:8][CH:7]=[CH:6][CH:5]=1.[C:18]([OH:21])(=O)[CH3:19].[CH3:22]O>>[O:3]([C:10]1[CH:11]=[C:12]([CH2:13][CH2:22][CH2:19][CH2:18][OH:21])[CH:15]=[CH:16][CH:17]=1)[C:4]1[CH:9]=[CH:8][CH:7]=[CH:6][CH:5]=1 |f:0.1|. The yield is 100.0%. The product is O(C1=CC=CC=C1)C=1C=C(C=CC1)CCCCO (4-(3-Phenoxyphenyl)butyl alcohol). Conditions: time 5 minute. Procedure details: Sodium borohydride (961 mg, 25.3 mmol) was added in one portion to a solution of 3-phenoxybenzaldehyde (10.0 g, 50.5 mmol) in methanol (150 mL) at RT under argon. Once the bubbling ceased, the reaction was stirred at RT for 5 min, then adjusted to pH 6 with glacial acetic acid (about 1 mL). The reaction was concentrated in vacuo to give a residue, which was partitioned between EtOAc (200 mL) and saturated NaHCO3 (50 mL). The organic layer was washed with water and brine (50 mL each), then dried ... Reactants: NC1=NC(=C(C(=N1)N[C@@H]1CC[C@@H](CC1)OCCO)/C=C/C(=O)OCC)C ((E)-ethyl 3-(2-amino-4-(cis-4-(2-hydroxyethoxy)cyclohexylamino)-6-methylpyrimidin-5-yl)acrylate), C1(=CC=CC=C1)S (thiophenol), C1(=CC=CC=C1)S (benzenethiol), [Na] (sodium), CCCCC=CCCCCC (undec-5-ene), C(C)(C)N(CC)C(C)C (diisopropylethyl amine). Solvent: N′,N-dimethylformamide. The product is NC=1N=C(C2=C(N1)N(C(C=C2)=O)[C@@H]2CC[C@@H](CC2)OCCO)C (2-Amino-8-(cis-4-(2-hydroxyethoxy)cyclohexyl)-4-methylpyrido[2,3-d]pyrimidin-7(8H)-one). Yield: 76.4%. Reaction SMILES: [NH2:1][C:2]1[N:7]=[C:6]([NH:8][C@H:9]2[CH2:14][CH2:13][C@@H:12]([O:15][CH2:16][CH2:17][OH:18])[CH2:11][CH2:10]2)[C:5](/[CH:19]=[CH:20]/[C:21](OCC)=[O:22])=[C:4]([CH3:26])[N:3]=1.C1(S)C=CC=CC=1.[Na].CCCCC=CCCCCC.C(N(C(C)C)CC)(C)C>>[NH2:1][C:2]1[N:3]=[C:4]([CH3:26])[C:5]2[CH:19]=[CH:20][C:21](=[O:22])[N:8]([C@H:9]3[CH2:14][CH2:13][C@@H:12]([O:15][CH2:16][CH2:17][OH:18])[CH2:11][CH2:10]3)[C:6]=2[N:7]=1 |^1:33|. Procedure: A solution of (E)-ethyl 3-(2-amino-4-(cis-4-(2-hydroxyethoxy)cyclohexylamino)-6-methylpyrimidin-5-yl)acrylate (615 mg, 1.69 mmol), thiophenol (173 ul, 1.69 mmol), benzenethiol, sodium salt (248 mg, 1.69 mmol), 1,5-diazabicyclo-5,4,0)undec-5-ene (1.01 mL, 6.75 mmol) and diisopropylethyl amine (1.76 mL, 10.1 mmol) in N′,N-dimethylformamide (11.2 mL) was heated to 120° C. overnight. The reaction mixture was concentrated and the residue was partitioned between methyl tert-butylether (500 mL) and sat... The reactants are NC1=NC(=CC(=N1)NC1=CC=C(C=C1)NC(=O)C1=NC=C(C=C1)[N+](=O)[O-])C (N-{4-[(2-amino-6-methyl-4-pyrimidinyl)amino]phenyl}-5-nitro-2-pyridinecarboxamide), Hg. Reagents/catalysts: [Pd] (Pd/C). The solvent is CO.C1CCOC1 (MeOH THF). Reaction conditions: time 5 hour. The product is NC=1C=CC(=NC1)C(=O)NC1=CC=C(C=C1)NC1=NC(=NC(=C1)C)N (5-amino-N-{4-[(2-amino-6-methyl-4-pyrimidinyl)amino]phenyl}-2-pyridinecarboxamide). Isolated yield 135.3%. Reaction SMILES: [NH2:1][C:2]1[N:7]=[C:6]([NH:8][C:9]2[CH:14]=[CH:13][C:12]([NH:15][C:16]([C:18]3[CH:23]=[CH:22][C:21]([N+:24]([O-])=O)=[CH:20][N:19]=3)=[O:17])=[CH:11][CH:10]=2)[CH:5]=[C:4]([CH3:27])[N:3]=1>[Pd].CO.C1COCC1>[NH2:24][C:21]1[CH:22]=[CH:23][C:18]([C:16]([NH:15][C:12]2[CH:11]=[CH:10][C:9]([NH:8][C:6]3[CH:5]=[C:4]([CH3:27])[N:3]=[C:2]([NH2:1])[N:7]=3)=[CH:14][CH:13]=2)=[O:17])=[N:19][CH:20]=1 |f:2.3|. Procedure details: To a suspension of 20 (523 mg, 1.43 mmol) was suspended in 1:1 MeOH/THF (100 ml) was added 10% Pd/C (100 mg) and hydrogenated at 55 Hg mm. for 5 h. The reaction mixture was filtered and evaporated to dryness and recrystallized from DCM/Pet.ether to give 21 (649 mg, 96%); mp (DCM/Pet.ether)>290° C.; 1H NMR [(CD3)2SO] δ 10.05 (s, 1 H, NH), 8.85 (s, 1 H, NH), 8.25 (d, J=2.5 Hz, 1 H, H-6), 7.82 (d, J=8.6 Hz, 1 H, H-3), 7.73 (d, J=9.0 Hz, 2 H, H-2′,6′), 7.60 (d, J=9.0 Hz, 2 H, H-3′,5′), 7.03 (dd, J=8...